Dataset: the Open Reaction Database (ORD), a public repository of structured organic reaction records. Task: describe an organic reaction: reactants, conditions, products, and yield Reactants: C(C)OC(CC(CCCS(=O)(=O)CCCCCCCCCCCC)=O)=O (6-(dodecylsulfonyl)-3-oxo-hexanoic acid ethyl ester), CCCCCCCC (octane). Product: C(CCCCCCCCCCC)S(=O)(=O)CCCC(C)=O (5-(dodecylsulfonyl)pentan-2-one). RXN SMILES: C(OC(=O)[CH2:5][C:6](=[O:25])[CH2:7][CH2:8][CH2:9][S:10]([CH2:13][CH2:14][CH2:15][CH2:16][CH2:17][CH2:18][CH2:19][CH2:20][CH2:21][CH2:22][CH2:23][CH3:24])(=[O:12])=[O:11])C.CCCCCCCC>>[CH2:13]([S:10]([CH2:9][CH2:8][CH2:7][C:6](=[O:25])[CH3:5])(=[O:11])=[O:12])[CH2:14][CH2:15][CH2:16][CH2:17][CH2:18][CH2:19][CH2:20][CH2:21][CH2:22][CH2:23][CH3:24]. Procedure details: The title compound was prepared from 6-(dodecylsulfonyl)-3-oxo-hexanoic acid ethyl ester (2.30 g, 0.005 mol), 1,4-diazebicyclo[2.2.2]octane (6.60 g, 0.058 mol) and zylenes (10.7 ML, 15.0 eq) using the procedure described in Example 3, Step B. 1H NMR (ppm, CDCl3): 0.85-0.90 (t, 3H), 1.17-1.43 (m, 20H), 1.76-1.88 (m, 2H), 2.03-2.14 (m, 2H), 2.16 (s, 3H) 2.96-3.03 (m, 4H), Reactants: CCOC(=O)C1OC1c1ccccc1, CCO, [Cl-], [N-]=[N+]=[N-], N#N, [NH4+], [Na+], c1ccc(P(c2ccccc2)c2ccccc2)cc1. The product is CCOC(=O)C1NC1c1ccccc1. RXN SMILES: [CH2:1]([CH3:2])[O:3][C:4](=[O:5])[CH:6]1[O:7][CH:8]1[c:9]1[cH:10][cH:11][cH:12][cH:13][cH:14]1.[CH3:42][CH2:43][OH:44].[Cl-:19].[N-:15]=[N+:16]=[N-:17].[N:40]#[N:41].[NH4+:20].[Na+:18].[c:21]1([P:22]([c:23]2[cH:24][cH:25][cH:26][cH:27][cH:28]2)[c:29]2[cH:30][cH:31][cH:32][cH:33][cH:34]2)[cH:35][cH:36][cH:37][cH:38][cH:39]1>>[CH2:1]([CH3:2])[O:3][C:4](=[O:5])[CH:6]1[CH:8]([c:9]2[cH:10][cH:11][cH:12][cH:13][cH:14]2)[NH:15]1. Starting materials: OC1=C(C=CC(=C1)O)N1N=C2C(=N1)C=CC=C2 (2-(2,4-Dihydroxyphenyl)benzotriazole), BrCC1=CC=C(C=C1)C=1OC2=C(N1)C=CC=C2 (2-(4-bromomethylphenyl)benzoxazole), ice water. Solvent: CC(CC)=O (2-butanone), C([O-])([O-])=O.[K+].[K+] (potassium carbonate). Product: OC1=C(C=CC(=C1)OCC1=CC=C(C=C1)C=1OC2=C(N1)C=CC=C2)N2N=C1C(=N2)C=CC=C1 (2-{2-Hydroxy-4-[4-(2-benzoxazolyl)benzyloxy]phenyl}benzotriazole). RXN SMILES: [OH:1][C:2]1[CH:7]=[C:6]([OH:8])[CH:5]=[CH:4][C:3]=1[N:9]1[N:13]=[C:12]2[CH:14]=[CH:15][CH:16]=[CH:17][C:11]2=[N:10]1.Br[CH2:19][C:20]1[CH:25]=[CH:24][C:23]([C:26]2[O:27][C:28]3[CH:34]=[CH:33][CH:32]=[CH:31][C:29]=3[N:30]=2)=[CH:22][CH:21]=1>CC(=O)CC.C(=O)([O-])[O-].[K+].[K+]>[OH:1][C:2]1[CH:7]=[C:6]([O:8][CH2:19][C:20]2[CH:25]=[CH:24][C:23]([C:26]3[O:27][C:28]4[CH:34]=[CH:33][CH:32]=[CH:31][C:29]=4[N:30]=3)=[CH:22][CH:21]=2)[CH:5]=[CH:4][C:3]=1[N:9]1[N:13]=[C:12]2[CH:14]=[CH:15][CH:16]=[CH:17][C:11]2=[N:10]1 |f:3.4.5|. Procedure: 2-(p-Tolyl)benzoxazole was reacted with N-bromosuccinimide in the presence of benzoyl peroxide by the standard procedure to produce the known compound, 2-(4-bromomethylphenyl)benzoxazole (A). 2-(2,4-Dihydroxyphenyl)benzotriazole (B) (0.1 mole) and 2-(4-bromomethylphenyl)benzoxazole (A) (0.1 mole) was stirred in a mixture of 2-butanone (300 ml.) and potassium carbonate (100 g.). After refluxing 16 hr., the mixture was poured onto 1000 g. ice/water. Filtration, washing with water and recrystalliza... The reactants are ClC1=CC2=CN(N=C2C(=C1)C(C=C)OCC1(CCN(CC1)C(=O)OC(C)(C)C)C1=CC=C(C=C1)F)COCC[Si](C)(C)C (tert-butyl 4-((1-(5-chloro-2-((2-(trimethylsilyl)ethoxy)methyl)-2H-indazol-7-yl)allyloxy)methyl)-4-(4-fluorophenyl)piperidine-1-carboxylate), O1CCCC1 (tetrahydrofuran), B.C1CCOC1 (Borane THF), OO (hydrogen peroxide), [OH-].[Na+] (sodium hydroxide). Solvent: CCOCC (ether). Reaction conditions: time 30 minute. Yields the product ClC1=CC2=CN(N=C2C(=C1)C(CCO)OCC1(CCN(CC1)C(=O)OC(C)(C)C)C1=CC=C(C=C1)F)COCC[Si](C)(C)C (tert-butyl 4-((1-(5-chloro-2-((2-(trimethylsilyl)ethoxy)methyl)-2H-indazol-7-yl)-3-hydroxypropoxy)methyl)-4-(4-fluorophenyl)piperidine-1-carboxylate). The yield is 70.7%. As a reaction SMILES: [Cl:1][C:2]1[CH:10]=[C:9]([CH:11]([O:14][CH2:15][C:16]2([C:29]3[CH:34]=[CH:33][C:32]([F:35])=[CH:31][CH:30]=3)[CH2:21][CH2:20][N:19]([C:22]([O:24][C:25]([CH3:28])([CH3:27])[CH3:26])=[O:23])[CH2:18][CH2:17]2)[CH:12]=[CH2:13])[C:8]2[C:4](=[CH:5][N:6]([CH2:36][O:37][CH2:38][CH2:39][Si:40]([CH3:43])([CH3:42])[CH3:41])[N:7]=2)[CH:3]=1.[O:44]1CCCC1.B.C1COCC1.OO.[OH-].[Na+]>CCOCC>[Cl:1][C:2]1[CH:10]=[C:9]([CH:11]([O:14][CH2:15][C:16]2([C:29]3[CH:34]=[CH:33][C:32]([F:35])=[CH:31][CH:30]=3)[CH2:21][CH2:20][N:19]([C:22]([O:24][C:25]([CH3:26])([CH3:27])[CH3:28])=[O:23])[CH2:18][CH2:17]2)[CH2:12][CH2:13][OH:44])[C:8]2[C:4](=[CH:5][N:6]([CH2:36][O:37][CH2:38][CH2:39][Si:40]([CH3:43])([CH3:42])[CH3:41])[N:7]=2)[CH:3]=1 |f:2.3,5.6|. Reported procedure: To a solution of tert-butyl 4-((1-(5-chloro-2-((2-(trimethylsilyl)ethoxy)methyl)-2H-indazol-7-yl)allyloxy)methyl)-4-(4-fluorophenyl)piperidine-1-carboxylate (84 mg, 0.133 mmol) in tetrahydrofuran (2 mL, 0.133 mmol) at 0 C was added Borane-THF (0.267 mL, 0.267 mmol). The reaction was allowed to slowly warm to room temperature over 1.5 h. The reaction was recooled to 0 C and treated with hydrogen peroxide (30%) (1.3 mL, 0.133 mmol) followed by sodium hydroxide (0.6 mL, 2.400 mmol). After stirring ... Reactants: CN(C)C=O (DMF), ClC1=CC(=CC=C1)C(=O)OO (m-chloroperbenzoic acid), ClC1=CC=C(CNC(=O)C=2C=NC3=C(C=C(C=C3C2O)SC)F)C=C1 (N-(4-chlorobenzyl)-8-fluoro-4-hydroxy-6-(methylsulfanyl)-3-quinolinecarboxamide), concentrated aqeous solution, S([O-])(O)=O.[Na+] (sodium bisulfite). Run in C(Cl)(Cl)Cl (chloroform). Reaction conditions: time 10 minute. Product: ClC1=CC=C(CNC(=O)C=2C=NC3=C(C=C(C=C3C2O)S(=O)C)F)C=C1 (N-(4-Chlorobenzyl)-8-fluoro-4-hydroxy-6-(methylsulfinyl)-3-quinolinecarboxamide). Reaction SMILES: [Cl:1][C:2]1[CH:25]=[CH:24][C:5]([CH2:6][NH:7][C:8]([C:10]2[CH:11]=[N:12][C:13]3[C:18]([C:19]=2[OH:20])=[CH:17][C:16]([S:21][CH3:22])=[CH:15][C:14]=3[F:23])=[O:9])=[CH:4][CH:3]=1.CN(C=[O:30])C.ClC1C=CC=C(C(OO)=O)C=1.S(=O)(O)[O-].[Na+]>C(Cl)(Cl)Cl>[Cl:1][C:2]1[CH:3]=[CH:4][C:5]([CH2:6][NH:7][C:8]([C:10]2[CH:11]=[N:12][C:13]3[C:18]([C:19]=2[OH:20])=[CH:17][C:16]([S:21]([CH3:22])=[O:30])=[CH:15][C:14]=3[F:23])=[O:9])=[CH:24][CH:25]=1 |f:3.4|. Procedure: A suspension of 150 mg of N-(4-chlorobenzyl)-8-fluoro-4-hydroxy-6-(methylsulfanyl)-3-quinolinecarboxamide from Example No. 170 and 0.75 mL of DMF in 15 mL of chloroform is treated with 79 mg of m-chloroperbenzoic acid. After stirring for 10 min the mixture is treated with 10 mL of a concentrated aqeous solution of sodium bisulfite. After stirring an addtional 5 min the phases are separated and the organic layer is washed with 15 mL of a saturated aqueous solution of sodium bicarbonate. The organ... Reaction conditions: time 19 hour. Starting materials: FC(C=1C=C(C=CC1)C1=CC=NC=2N1N=CC2C(=O)N)(F)F (7-(3-(trifluoromethyl) phenyl)pyrazolo(1,5-a)pyrimidine-3-carboxamide), C(#N)[BH3-].[Na+] (sodium cyanoborohydride), ice. Reaction SMILES: [F:1][C:2]([F:22])([F:21])[C:3]1[CH:4]=[C:5]([C:9]2[N:14]3[N:15]=[CH:16][C:17]([C:18]([NH2:20])=[O:19])=[C:13]3[N:12]=[CH:11][CH:10]=2)[CH:6]=[CH:7][CH:8]=1.C([BH3-])#N.[Na+]>C(O)(=O)C>[F:21][C:2]([F:1])([F:22])[C:3]1[CH:4]=[C:5]([C:9]2[N:14]3[N:15]=[CH:16][C:17]([C:18]([NH2:20])=[O:19])=[C:13]3[NH:12][CH2:11][CH:10]=2)[CH:6]=[CH:7][CH:8]=1 |f:1.2|. Solvent: C(C)(=O)O (acetic acid), C(C)(=O)O (acetic acid). Product: FC(C=1C=C(C=CC1)C1=CCNC=2N1N=CC2C(=O)N)(F)F (4,5-Dihydro-7-(3-(trifluoromethyl)phenyl)-pyrazolo(1,5 -a)pyrimidine-3-carboxamide). Procedure: A 10.0 g amount of 7-(3-(trifluoromethyl) phenyl)pyrazolo(1,5-a)pyrimidine-3-carboxamide (prepared in the manner described in Example 1) is stirred under nitrogen as a suspension in 120 ml of glacial acetic acid (cooled in an ice bath) and then 5.5 g of sodium cyanoborohydride is added to the reaction mixture in portions with an additional 80 ml of glacial acetic acid. After one hour of stirring in the ice bath the mixture is stirred at room temperature for 19 hours. The solution is evaporated t... Yields the product [Si](C)(C)(C(C)(C)C)OCCC(C)O (4-(t-butyldimethylsilyloxy)-2-butanol). Reaction SMILES: [CH2:1]([OH:6])[CH2:2][CH:3]([OH:5])[CH3:4].N1C=CN=C1.[C:12]([Si:16](Cl)([CH3:18])[CH3:17])([CH3:15])([CH3:14])[CH3:13].CCOCC>CN(C)C=O.CCCCCC>[Si:16]([O:6][CH2:1][CH2:2][CH:3]([OH:5])[CH3:4])([C:12]([CH3:15])([CH3:14])[CH3:13])([CH3:18])[CH3:17]. The yield is 79.9%. Reactants: CCOCC (ether), C(CC(C)O)O (1,3-butanediol), N1C=NC=C1 (imidazole), C(C)(C)(C)[Si](C)(C)Cl (t-butylchlorodimethylsilane). The solvent is CCCCCC (hexane), CN(C=O)C (N,N-dimethylformamide), CN(C=O)C (N,N-dimethylformamide). Procedure: In N,N-dimethylformamide (30 ml) was dissolved 1,3-butanediol (3.00 g, 33.3 mmol), followed by the dropwise addition of an N,N-dimethylformamide solution (30 ml) of imidazole (2.72 g, 40.0 mmol) and t-butylchlorodimethylsilane (5.29 g, 35.0 mmol). After stirring at room temperature for 24 hours, ether was added to the reaction mixture and the white solid thus precipitated was filtered off. The resulting ether solution was washed with water and brine, dried over magnesium sulfate and then concent... Run at time 24 hour. Reactants: C(CCC)C=1N(C(=C(N1)C(C(C)(C)C)=O)C#N)CC1=CC=C(C=C1)C1=C(C=CC=C1)C1=NN=NN1C(C1=CC=CC=C1)(C1=CC=CC=C1)C1=CC=CC=C1 (2-butyl-4-pivaloyl-1-{4-[2-(trityltetrazol-5-yl)phenyl]phenyl}methylimidazole-5-carbonitrile), [BH4-].[Na+] (sodium borohydride). Product: C(CCC)C=1N(C(=C(N1)C(C(C)(C)C)O)C#N)CC1=CC=C(C=C1)C1=C(C=CC=C1)C1=NN=NN1C(C1=CC=CC=C1)(C1=CC=CC=C1)C1=CC=CC=C1 (2-Butyl-4-(1-hydroxy-2,2-dimethylpropyl)-1-{4-[2-(trityltetrazol-5-yl)phenyl]phenyl}methylimidazole-5-carbonitrile). The yield is 93.8%. Reaction SMILES: [CH2:1]([C:5]1[N:6]([CH2:18][C:19]2[CH:24]=[CH:23][C:22]([C:25]3[CH:30]=[CH:29][CH:28]=[CH:27][C:26]=3[C:31]3[N:35]([C:36]([C:49]4[CH:54]=[CH:53][CH:52]=[CH:51][CH:50]=4)([C:43]4[CH:48]=[CH:47][CH:46]=[CH:45][CH:44]=4)[C:37]4[CH:42]=[CH:41][CH:40]=[CH:39][CH:38]=4)[N:34]=[N:33][N:32]=3)=[CH:21][CH:20]=2)[C:7]([C:16]#[N:17])=[C:8]([C:10](=[O:15])[C:11]([CH3:14])([CH3:13])[CH3:12])[N:9]=1)[CH2:2][CH2:3][CH3:4].[BH4-].[Na+]>>[CH2:1]([C:5]1[N:6]([CH2:18][C:19]2[CH:24]=[CH:23][C:22]([C:25]3[CH:30]=[CH:29][CH:28]=[CH:27][C:26]=3[C:31]3[N:35]([C:36]([C:37]4[CH:38]=[CH:39][CH:40]=[CH:41][CH:42]=4)([C:49]4[CH:54]=[CH:53][CH:52]=[CH:51][CH:50]=4)[C:43]4[CH:44]=[CH:45][CH:46]=[CH:47][CH:48]=4)[N:34]=[N:33][N:32]=3)=[CH:21][CH:20]=2)[C:7]([C:16]#[N:17])=[C:8]([CH:10]([OH:15])[C:11]([CH3:13])([CH3:14])[CH3:12])[N:9]=1)[CH2:2][CH2:3][CH3:4] |f:1.2|. Reported procedure: Following a procedure similar to that described in Example 74(b), but using 4.03 g of 2-butyl-4-pivaloyl-1-{4-[2-(trityltetrazol-5-yl)phenyl]phenyl}methylimidazole-5-carbonitrile [prepared as described in step (a) above] and 0.22 g of sodium borohydride, 3.79 g of the title compound was obtained as crystals, melting at 134°-135° C. Reactants: Example 1 ( b ), BrBr (bromine), C(O)([O-])=O.[Na+] (sodium hydrogen carbonate), carboxylic acid, OC(CC(=O)OCC)(C=CCCC1=CC=C(C=C1)OCC1=CC=C(C=C1)F)C (ethyl 3-hydroxy-3-methyl-7-[p-(p-fluorobenzyloxy)phenyl]-4-heptenoate), [OH-].[Na+] (sodium hydroxide). The solvent is CO (methanol). The product is OC1(CC(=O)OC(C1Br)CCC1=CC=C(C=C1)OCC1=CC=C(C=C1)F)C (3-Hydroxy-3-methyl-4-bromo-7-(p-[p-fluorobenzyloxy)phenyl]-5-heptanolide). As a reaction SMILES: [OH:1][C:2]([CH3:28])([CH:9]=[CH:10][CH2:11][CH2:12][C:13]1[CH:18]=[CH:17][C:16]([O:19][CH2:20][C:21]2[CH:26]=[CH:25][C:24]([F:27])=[CH:23][CH:22]=2)=[CH:15][CH:14]=1)[CH2:3][C:4]([O:6]CC)=[O:5].[OH-].[Na+].[Br:31]Br.C(=O)([O-])O.[Na+]>CO>[OH:1][C:2]1([CH3:28])[CH:9]([Br:31])[CH:10]([CH2:11][CH2:12][C:13]2[CH:18]=[CH:17][C:16]([O:19][CH2:20][C:21]3[CH:26]=[CH:25][C:24]([F:27])=[CH:23][CH:22]=3)=[CH:15][CH:14]=2)[O:6][C:4](=[O:5])[CH2:3]1 |f:1.2,4.5|. Procedure: The carboxylic acid (900 mg) prepared by hydrolyzing 1.03 g of ethyl 3-hydroxy-3-methyl-7-[p-(p-fluorobenzyloxy)phenyl]-4-heptenoate with 4 N sodium hydroxide solution in methanol, was treated with 0.2 ml of bromine in an aqueous sodium hydrogen carbonate solution and the reaction mixture was worked up according to the method described in Example 1 (b). The product was recrystallized from a mixture of acetone and ethyl ether (1:10) to yield 1.2 g of the desired compound melting at 160°-163° C. Starting materials: CN(C)CN(C)C (N,N,N',N'-tetramethyldiaminomethane), CN(C)CC1=CNC2=CC=C(C=C12)OC=1C=NC=CC1 (3-(N,N-dimethylaminomethyl)-5-(pyrid-3-yloxy)indole), [C-]#N.[K+] (potassium cyanide), CI (methyl iodide), C(C)(=O)Cl (acetyl chloride), N1=CC(=CC=C1)OC=1C=C2C=CNC2=CC1 (5-(pyrid-3-yloxy)indole). Run in C(Cl)Cl (CH2Cl2), CN(C)C=O (DMF), C(Cl)Cl (CH2Cl2), CCCCCC.CCOC(=O)C (hexane EtOAc). Product: C(#N)CC1=CNC2=CC=C(C=C12)OC=1C=NC=CC1 (3-cyanomethyl-5-(pyrid-3-yloxy)indole). As a reaction SMILES: CN(CN(C)C)C.C(Cl)(=O)C.[N:12]1[CH:17]=[CH:16][CH:15]=[C:14]([O:18][C:19]2[CH:20]=[C:21]3[C:25](=[CH:26][CH:27]=2)[NH:24][CH:23]=[CH:22]3)[CH:13]=1.C[N:29]([CH2:31][C:32]1C2C(=CC=C(OC3C=NC=CC=3)C=2)NC=1)C.[C-]#N.[K+].CI>C(Cl)Cl.CN(C=O)C.CCCCCC.CCOC(C)=O>[C:31]([CH2:32][C:22]1[C:21]2[C:25](=[CH:26][CH:27]=[C:19]([O:18][C:14]3[CH:13]=[N:12][CH:17]=[CH:16][CH:15]=3)[CH:20]=2)[NH:24][CH:23]=1)#[N:29] |f:4.5,9.10|. Reported procedure: Treatment of a cooled solution of N,N,N',N'-tetramethyldiaminomethane (0.829 g, 1.11 mL, 8.12 mmol) in CH2Cl2 (10 mL) with acetyl chloride (0.637 g, 0.573 mL, 8.12 mmol) followed by a solution of 5-(pyrid-3-yloxy)indole (1.23 g, 5.8 mmol) in CH2Cl2 (100 mL), gave after work-up: 3-(N,N-dimethylaminomethyl)-5-(pyrid-3-yloxy)indole as a gum. This was treated with finely ground potassium cyanide (1.246 g, 19 mmol) and methyl iodide (2.7 g, 1.18 mL, 19 mmol) in DMF (70 mL) for 16 hr, and after approp...